The task is: describe an organic reaction: reactants, conditions, products, and yield. This data is from the Open Reaction Database (ORD), a public repository of structured organic reaction records. Solvent: O1CCCC1 (tetrahydrofuran), O1CCCC1 (tetrahydrofuran). Reaction SMILES: [H-].[Al+3].[Li+].[H-].[H-].[H-].[CH3:7][C:8]([N:15]1[CH:19]=[C:18]([N+:20]([O-:22])=[O:21])[N:17]=[CH:16]1)([CH3:14])[C:9](OCC)=[O:10].O.[OH-].[Na+]>O1CCCC1>[CH3:14][C:8]([N:15]1[CH:19]=[C:18]([N+:20]([O-:22])=[O:21])[N:17]=[CH:16]1)([CH3:7])[CH2:9][OH:10] |f:0.1.2.3.4.5,8.9|. Yield: 16.0%. Run at time 1 hour. Product: CC(CO)(C)N1C=NC(=C1)[N+](=O)[O-] (2-methyl-2-(4-nitro-1H-imidazol-1-yl)propan-1-ol). Procedure: To a solution of lithium aluminium hydride (400 mg) in tetrahydrofuran (50 mL) was added a solution of ethyl 2-methyl-2-(4-nitro-1H-imidazol-1-yl)propanoate (2.0 g) obtained in Step A of Example 306 in tetrahydrofuran (20 mL) in an ice bath, and the mixture was stirred at room temperature for 1 hr. To the reaction mixture were added water and 2M aqueous sodium hydroxide solution, the insoluble substance was removed by filtration through Celite, and the solvent was evaporated under reduced pressu... The reactants are [H-].[Al+3].[Li+].[H-].[H-].[H-] (lithium aluminium hydride), CC(C(=O)OCC)(C)N1C=NC(=C1)[N+](=O)[O-] (ethyl 2-methyl-2-(4-nitro-1H-imidazol-1-yl)propanoate), O (water), [OH-].[Na+] (sodium hydroxide).